From a dataset of the Open Reaction Database (ORD), a public repository of structured organic reaction records. describe an organic reaction: reactants, conditions, products, and yield Starting materials: CCCC[Sn](CCCC)(CCCC)c1ccccn1, CCOC(C)=O, Cc1ccccc1, CC(C)n1cc(-c2nc(C(N)=O)c(N)nc2Cl)ccc1=O, O, c1ccc(P(c2ccccc2)(c2ccccc2)[Pd](P(c2ccccc2)(c2ccccc2)c2ccccc2)(P(c2ccccc2)(c2ccccc2)c2ccccc2)P(c2ccccc2)(c2ccccc2)c2ccccc2)cc1. The product is CC(C)n1cc(-c2nc(C(N)=O)c(N)nc2-c2ccccn2)ccc1=O. Reaction SMILES: [CH2:29]([Sn:30]([CH2:31][CH2:32][CH2:33][CH3:40])([c:34]1[n:35][cH:36][cH:37][cH:38][cH:39]1)[CH2:41][CH2:42][CH2:43][CH3:44])[CH2:45][CH2:46][CH3:47].[CH3:126][CH2:127][O:128][C:129]([CH3:130])=[O:131].[CH3:1][c:2]1[cH:3][cH:4][cH:5][cH:6][cH:7]1.[NH2:8][c:9]1[c:10]([C:26](=[O:27])[NH2:28])[n:11][c:12](-[c:16]2[cH:17][n:18]([CH:23]([CH3:24])[CH3:25])[c:19](=[O:22])[cH:20][cH:21]2)[c:13]([Cl:15])[n:14]1.[OH2:48].[cH:49]1[cH:50][cH:51][c:52]([P:53]([Pd:54]([P:55]([c:56]2[cH:57][cH:58][cH:59][cH:60][cH:61]2)([c:62]2[cH:63][cH:64][cH:65][cH:66][cH:67]2)[c:68]2[cH:69][cH:70][cH:71][cH:72][cH:73]2)([P:74]([c:75]2[cH:76][cH:77][cH:78][cH:79][cH:80]2)([c:81]2[cH:82][cH:83][cH:84][cH:85][cH:86]2)[c:87]2[cH:88][cH:89][cH:90][cH:91][cH:92]2)[P:93]([c:94]2[cH:95][cH:96][cH:97][cH:98][cH:99]2)([c:100]2[cH:101][cH:102][cH:103][cH:104][cH:105]2)[c:106]2[cH:107][cH:108][cH:109][cH:110][cH:111]2)([c:112]2[cH:113][cH:114][cH:115][cH:116][cH:117]2)[c:118]2[cH:119][cH:120][cH:121][cH:122][cH:123]2)[cH:124][cH:125]1>>[NH2:8][c:9]1[c:10]([C:26](=[O:27])[NH2:28])[n:11][c:12](-[c:16]2[cH:17][n:18]([CH:23]([CH3:24])[CH3:25])[c:19](=[O:22])[cH:20][cH:21]2)[c:13](-[c:34]2[n:35][cH:36][cH:37][cH:38][cH:39]2)[n:14]1. Starting materials: CC(=O)O[BH-](OC(C)=O)OC(C)=O, Cc1c(C=O)cnn1-c1ccccc1, Clc1nccnc1N1CCNCC1, [Na+], C1CCOC1. The product is Cc1c(CN2CCN(c3nccnc3Cl)CC2)cnn1-c1ccccc1. As a reaction SMILES: [C:28]([O:29][BH-:30]([O:31][C:32](=[O:33])[CH3:34])[O:35][C:36](=[O:37])[CH3:38])(=[O:39])[CH3:40].[CH3:14][c:15]1[c:16]([CH:26]=[O:27])[cH:17][n:18][n:19]1-[c:20]1[cH:21][cH:22][cH:23][cH:24][cH:25]1.[Cl:1][c:2]1[c:3]([N:8]2[CH2:9][CH2:10][NH:11][CH2:12][CH2:13]2)[n:4][cH:5][cH:6][n:7]1.[Na+:41].[O:42]1[CH2:43][CH2:44][CH2:45][CH2:46]1>>[Cl:1][c:2]1[c:3]([N:8]2[CH2:9][CH2:10][N:11]([CH2:26][c:16]3[c:15]([CH3:14])[n:19](-[c:20]4[cH:21][cH:22][cH:23][cH:24][cH:25]4)[n:18][cH:17]3)[CH2:12][CH2:13]2)[n:4][cH:5][cH:6][n:7]1. Reactants: CC=1N=C(SC1)NC1=C(C=C(C=N1)SCCC(=O)OC)OC1=CC=CC=C1 (methyl 3-(6-(4-methylthiazol-2-ylamino)-5-phenoxypyridin-3-ylthio)propanoate), ClCC1=CC(=CC=C1)OC (1-(chloromethyl)-3-methoxybenzene). The product is Cl.COC=1C=C(CSC=2C=C(C(=NC2)NC=2SC=C(N2)C)OC2=CC=CC=C2)C=CC1 (5-(3-Methoxybenzylthio)-N-(4-methylthiazol-2-yl)-3-phenoxypyridin-2-amine hydrochloride). RXN SMILES: [CH3:1][C:2]1[N:3]=[C:4]([NH:7][C:8]2[N:13]=[CH:12][C:11]([S:14]CCC(OC)=O)=[CH:10][C:9]=2[O:21][C:22]2[CH:27]=[CH:26][CH:25]=[CH:24][CH:23]=2)[S:5][CH:6]=1.[Cl:28][CH2:29][C:30]1[CH:35]=[CH:34][CH:33]=[C:32]([O:36][CH3:37])[CH:31]=1>>[ClH:28].[CH3:37][O:36][C:32]1[CH:31]=[C:30]([CH:35]=[CH:34][CH:33]=1)[CH2:29][S:14][C:11]1[CH:10]=[C:9]([O:21][C:22]2[CH:27]=[CH:26][CH:25]=[CH:24][CH:23]=2)[C:8]([NH:7][C:4]2[S:5][CH:6]=[C:2]([CH3:1])[N:3]=2)=[N:13][CH:12]=1 |f:2.3|. Procedure: Prepared according to the method of Example 16, using methyl 3-(6-(4-methylthiazol-2-ylamino)-5-phenoxypyridin-3-ylthio)propanoate and 1-(chloromethyl)-3-methoxybenzene. 1H NMR (d6-DMSO) δ 8.09 (d, 1H), 7.42 (t, 2H), 7.18 (m, 3H), 6.98 (d, 2H), 6:76 (m, 4H), 4.09 (s, 2H), 3.68 (s, 3H), 2.26 (s, 3H); Mass spectrum (esi) m/z=436.2 (M+H-1HCl). The reactants are CC(C)C1=CC(C(=CN1)C(=O)OCC)=O (Ethyl 6-(1-methylethyl)-4-oxo-1,4-dihydropyridine-3-carboxylate). The solvent is P(=O)(Cl)(Cl)Cl (phosphorus oxychloride). Run at temperature 120 celsius, time 3 hour. Product: COCCCNC1=C(C=NC(=C1)C(C)C)C(=O)OCC (ethyl 4-[(3-methoxypropyl)amino]-6-(1-methylethyl)pyridine-3-carboxylate). The yield is 187.8%. RXN SMILES: [CH3:1][CH:2]([C:4]1[NH:9][CH:8]=[C:7]([C:10]([O:12][CH2:13][CH3:14])=[O:11])[C:6](=O)[CH:5]=1)[CH3:3]>P(Cl)(Cl)(Cl)=O>[CH3:13][O:12][CH2:10][CH2:7][CH2:8][NH:9][C:6]1[CH:5]=[C:4]([CH:2]([CH3:3])[CH3:1])[N:9]=[CH:8][C:7]=1[C:10]([O:12][CH2:13][CH3:14])=[O:11]. Procedure: Ethyl 6-(1-methylethyl)-4-oxo-1,4-dihydropyridine-3-carboxylate (209 mg) was suspended in phosphorus oxychloride (2 ml), and the mixture was stirred at 120° C. for 3 hr. Phosphorus oxychloride was evaporated under reduced pressure, and the mixture was cooled to 0° C. The mixture was neutralized with saturated aqueous sodium hydrogen carbonate and water, and the mixture was extracted with ethyl acetate. The extract was washed with saturated brine, dried over anhydrous sodium sulfate and concentra... The reactants are NC=1C=C2C=C(N(C2=CC1)C1=CC=C(C(=O)O)C=C1)C (4-(5-amino-2-methyl-1H-indol-1-yl)benzoic acid), C1(CC1)N (cyclopropaneamine), OC1CCN(CC1)C1=CC=C(C(=O)O)C=C1 (4-(4-hydroxypiperidin-1-yl)benzoic acid). Product: OC1CCN(CC1)C1=CC=C(C(=O)NC=2C=C3C=C(N(C3=CC2)C2=CC=C(C=C2)C(NC2CC2)=O)C)C=C1 (4-(4-Hydroxypiperidin-1-yl)-N-(1-(4-(cyclopropylcarbamoyl)phenyl)-2-methyl-1H-indol-5-yl)benzamide). As a reaction SMILES: [NH2:1][C:2]1[CH:3]=[C:4]2[C:8](=[CH:9][CH:10]=1)[N:7]([C:11]1[CH:19]=[CH:18][C:14]([C:15]([OH:17])=O)=[CH:13][CH:12]=1)[C:6]([CH3:20])=[CH:5]2.[CH:21]1([NH2:24])[CH2:23][CH2:22]1.[OH:25][CH:26]1[CH2:31][CH2:30][N:29]([C:32]2[CH:40]=[CH:39][C:35]([C:36](O)=[O:37])=[CH:34][CH:33]=2)[CH2:28][CH2:27]1>>[OH:25][CH:26]1[CH2:27][CH2:28][N:29]([C:32]2[CH:40]=[CH:39][C:35]([C:36]([NH:1][C:2]3[CH:3]=[C:4]4[C:8](=[CH:9][CH:10]=3)[N:7]([C:11]3[CH:19]=[CH:18][C:14]([C:15](=[O:17])[NH:24][CH:21]5[CH2:23][CH2:22]5)=[CH:13][CH:12]=3)[C:6]([CH3:20])=[CH:5]4)=[O:37])=[CH:34][CH:33]=2)[CH2:30][CH2:31]1. Reported procedure: Compound 959 was prepared according to the procedure described in Scheme IV from 4-(5-amino-2-methyl-1H-indol-1-yl)benzoic acid, cyclopropaneamine, and 4-(4-hydroxypiperidin-1-yl)benzoic acid. [M+H]+ calcd for C31H32N4O3: 509.25; found: 509.12. Starting materials: [N+](=O)([O-])C1=C(C=CC=C1)C1=CN=C(S1)N (5-(2-Nitro-phenyl)-thiazol-2-ylamine), BrCC(C(=O)OCC)=O (ethyl bromopyruvate). The solvent is C(C)C(=O)C (methyl ethyl ketone). The product is C(C)OC(=O)C=1N=C2SC(=CN2C1)C1=C(C=CC=C1)[N+](=O)[O-] (2-(2-nitro-phenyl)-imidazo[2,1-b]thiazole-6-carboxylic acid ethyl ester). As a reaction SMILES: [N+:1]([C:4]1[CH:9]=[CH:8][CH:7]=[CH:6][C:5]=1[C:10]1[S:14][C:13]([NH2:15])=[N:12][CH:11]=1)([O-:3])=[O:2].Br[CH2:17][C:18](=O)[C:19]([O:21][CH2:22][CH3:23])=[O:20]>C(C(C)=O)C>[CH2:22]([O:21][C:19]([C:18]1[N:15]=[C:13]2[N:12]([CH:17]=1)[CH:11]=[C:10]([C:5]1[CH:6]=[CH:7][CH:8]=[CH:9][C:4]=1[N+:1]([O-:3])=[O:2])[S:14]2)=[O:20])[CH3:23]. Procedure details: 5-(2-Nitro-phenyl)-thiazol-2-ylamine (100 mg, 0.452 mmol) was mixed with 10 mL of methyl ethyl ketone along with 1.5 equivalents of ethyl bromopyruvate. The reaction mixture was stirred under reflux for 5 hours. The reaction mixture was cooled to room temperature and concentrated. The crude product was purified by chromatography (Isco, gradient elution, CH2Cl2 to 9:1 CH2Cl2/MeOH) to afford 60 mg of 2-(2-nitro-phenyl)-imidazo[2,1-b]thiazole-6-carboxylic acid ethyl ester (MS, M++H=318). The reactants are OCCCBr, C1COCCN1, ClCCl. Yields the product OCCCN1CCOCC1. As a reaction SMILES: [Br:7][CH2:8][CH2:9][CH2:10][OH:11].[CH2:1]1[CH2:2][O:3][CH2:4][CH2:5][NH:6]1.[Cl:12][CH2:13][Cl:14]>>[CH2:1]1[CH2:2][O:3][CH2:4][CH2:5][N:6]1[CH2:8][CH2:9][CH2:10][OH:11]. The reactants are BrCC(=O)C1=CC(=C(C=C1)OCC1=CC=CC=C1)COC (2-bromo-1-[3-(methoxymethyl)-4-(phenylmethoxy)phenyl]ethanone), C(C1=CC=CC=C1)NCC1=CC=CC=C1 (dibenzylamine). Run in C1CCOC1 (THF). Run at time 18 hour. Product: C1(=CC=CC=C1)CN(CC1=CC=CC=C1)CC(O)C1=CC(=C(C=C1)OCC1=CC=CC=C1)COC (α-[[Bis(phenylmethyl)amino]methyl]-3-(methoxymethyl)-4-(phenylmethoxy)benzenemethanol). Yield: 85.9%. Reaction SMILES: Br[CH2:2][C:3]([C:5]1[CH:10]=[CH:9][C:8]([O:11][CH2:12][C:13]2[CH:18]=[CH:17][CH:16]=[CH:15][CH:14]=2)=[C:7]([CH2:19][O:20][CH3:21])[CH:6]=1)=[O:4].[CH2:22]([NH:29][CH2:30][C:31]1[CH:36]=[CH:35][CH:34]=[CH:33][CH:32]=1)[C:23]1[CH:28]=[CH:27][CH:26]=[CH:25][CH:24]=1>C1COCC1>[C:23]1([CH2:22][N:29]([CH2:2][CH:3]([C:5]2[CH:10]=[CH:9][C:8]([O:11][CH2:12][C:13]3[CH:18]=[CH:17][CH:16]=[CH:15][CH:14]=3)=[C:7]([CH2:19][O:20][CH3:21])[CH:6]=2)[OH:4])[CH2:30][C:31]2[CH:32]=[CH:33][CH:34]=[CH:35][CH:36]=2)[CH:24]=[CH:25][CH:26]=[CH:27][CH:28]=1. Reported procedure: A solution of 2-bromo-1-[3-(methoxymethyl)-4-(phenylmethoxy)phenyl]ethanone (2.0 g), dibenzylamine (1.2 g) and DEA (0.8 g) in THF (30 ml) was allowed to stand at room temperature for 18 h, filtered and evaporated. The residual oil was dissolved in ethanol (20 ml) and treated portionwise with sodium borohydride (0.23 g), under nitrogen. The mixture was stirred at room temperature for 1 h, treated with methanol (20 ml), and evaporated. The residue was purified by FCC eluting with CX-ER (3:1) to gi... Reactants: ClCCCC(=O)C1=CC=C(C=C1)F (γ-chloro-p-fluorobutyrophenone), [OH-].[K+] (KOH). Solvent: O (water). Conditions: time 40 minute. Product: C1(CC1)C(=O)C1=CC=C(C=C1)F (Cyclopropyl-4-fluorophenylmethanone). As a reaction SMILES: Cl[CH2:2][CH2:3][CH2:4][C:5]([C:7]1[CH:12]=[CH:11][C:10]([F:13])=[CH:9][CH:8]=1)=[O:6].[OH-].[K+]>O>[CH:4]1([C:5]([C:7]2[CH:12]=[CH:11][C:10]([F:13])=[CH:9][CH:8]=2)=[O:6])[CH2:2][CH2:3]1 |f:1.2|. Reported procedure: Add 20.0 g (0.10 mole) γ-chloro-p-fluorobutyrophenone dropwise to a methanolic KOH solution (prepared from 9.8 g of 86% KOH pellets and 60 ml of methanol). Stir the mixture at room temperature for 40 minutes and pour into 100 ml of water and then extract with 3×30 ml of methylene chloride. Wash the methylene chloride extracts with 3×40 ml of water, dry over magnesium sulfate and evaporate off the solvent to provide the title compound. The reactants are OC(CC(=O)ON1C(CCC1=O)=O)CCCCCCCCCCC (N-[3(R,S)-hydroxytetradecanoyloxy]succinimide), C(CCCCCCCCCCCCC)(=O)Cl (tetradecanoylchloride). Solvent: N1=CC=CC=C1 (pyridine). Product: C(CCCCCCCCCCCCC)(=O)OC(CC(=O)ON1C(CCC1=O)=O)CCCCCCCCCCC (N-[3(R,S)-Tetradecanoyloxytetradecanoyloxy]succinimide). RXN SMILES: [OH:1][CH:2]([CH2:14][CH2:15][CH2:16][CH2:17][CH2:18][CH2:19][CH2:20][CH2:21][CH2:22][CH2:23][CH3:24])[CH2:3][C:4]([O:6][N:7]1[C:11](=[O:12])[CH2:10][CH2:9][C:8]1=[O:13])=[O:5].[C:25](Cl)(=[O:39])[CH2:26][CH2:27][CH2:28][CH2:29][CH2:30][CH2:31][CH2:32][CH2:33][CH2:34][CH2:35][CH2:36][CH2:37][CH3:38]>N1C=CC=CC=1>[C:25]([O:1][CH:2]([CH2:14][CH2:15][CH2:16][CH2:17][CH2:18][CH2:19][CH2:20][CH2:21][CH2:22][CH2:23][CH3:24])[CH2:3][C:4]([O:6][N:7]1[C:8](=[O:13])[CH2:9][CH2:10][C:11]1=[O:12])=[O:5])(=[O:39])[CH2:26][CH2:27][CH2:28][CH2:29][CH2:30][CH2:31][CH2:32][CH2:33][CH2:34][CH2:35][CH2:36][CH2:37][CH3:38]. Procedure: To a solution of 5.6 g of N-[3(R,S)-hydroxytetradecanoyloxy]succinimide in 150 ml pyridine cooled to 0° are added 4.9 g of tetradecanoylchloride and the reaction mixture maintained at 4° for 12 hours. Excess reagent is destroyed with water, the mixture concentrated by evaporation and the residue chromatographed over silica gel (toluene/ethylacetate=95/5) to obtained the title compound as a syrup.